This data is from the Open Reaction Database (ORD), a public repository of structured organic reaction records. The task is: describe an organic reaction: reactants, conditions, products, and yield The reactants are C1(C=CC(C=C1)=O)=O.C1=CC=CC1 (Benzoquinone cyclopentadiene), C=1C=CC=2C(C1)=CC=CC2O (naphthol), [OH-].[Na+] (NaOH), S(=O)(=O)(OC)OC (dimethyl sulfate). Run in O (water). Conditions: time 3 hour. Product: COC1=CC=C(C=2C3C=CC(C12)C3)O (4-methoxy-5,8-dihydro-5,8-methano-1-naphthol). RXN SMILES: [C:1]1(=[O:8])[CH:6]=[CH:5][C:4](=[O:7])[CH:3]=[CH:2]1.[CH:9]1[CH2:13][CH:12]=[CH:11][CH:10]=1.[OH-].[Na+].S(OC)(O[CH3:20])(=O)=O.C1C=CC2C(=CC=CC=2O)C=1>O>[CH3:20][O:7][C:4]1[C:5]2[CH:13]3[CH2:9][CH:10]([CH:11]=[CH:12]3)[C:6]=2[C:1]([OH:8])=[CH:2][CH:3]=1 |f:0.1,2.3|. Reported procedure: Adduct (VII) (34.8 g.) was added to a solution of 32 g. NaOH in 200 ml. water. The solution was stirred and 30.8 g. dimethyl sulfate added dropwise, giving a mild exotherm. Stirring was continued at room temperature for 3 hours. Then, the mixture was filtered, acidified with concentrated HCl, and extracted with chloroform. The organic layer was dried and evaporated to give a viscous brown oil. Distillation gave 6.1 g. of naphthol (VIII) as a thick yellow, viscous liquid, b. 178° C./0.1 mm.